Dataset: the Open Reaction Database (ORD), a public repository of structured organic reaction records. Task: describe an organic reaction: reactants, conditions, products, and yield Starting materials: N1C=C(C2=CC=CC=C12)C=1C(NC(C1C1=CN(C2=CC(=CC=C12)[N+](=O)[O-])C)=O)=O (3-(1H-indol-3-yl)-4-(1-methyl-6-nitro-1H-indol-3-yl)-pyrrole-2,5-dione), C1CCOC1 (THF), C1CCOC1 (THF), C[Si](C)(C)[N-][Si](C)(C)C.[Li+] (lithium bis(trimethylsilyl)amide), C(CCCCCCC\C=C/CCCCCCCC)Cl (oleyl chloride). Run at temperature -60 celsius, time 1 hour. Yields the product N1C=C(C2=CC=CC=C12)C=1C(N(C(C1C1=CN(C2=CC(=CC=C12)[N+](=O)[O-])C)=O)C(CCCCCCCC=CCCCCCCCC)=O)=O (3-(1H-Indol-3-yl)-4-(1-methyl-6-nitro-1H-indol-3-yl)-1-octadec-9-enoyl-pyrrole-2,5-dione). Isolated yield 70.0%. RXN SMILES: [NH:1]1[C:9]2[C:4](=[CH:5][CH:6]=[CH:7][CH:8]=2)[C:3]([C:10]2[C:11](=[O:29])[NH:12][C:13](=[O:28])[C:14]=2[C:15]2[C:23]3[C:18](=[CH:19][C:20]([N+:24]([O-:26])=[O:25])=[CH:21][CH:22]=3)[N:17]([CH3:27])[CH:16]=2)=[CH:2]1.C[Si]([N-][Si](C)(C)C)(C)C.[Li+].[CH2:40](Cl)[CH2:41][CH2:42][CH2:43][CH2:44][CH2:45][CH2:46][CH2:47]/[CH:48]=[CH:49]\[CH2:50][CH2:51][CH2:52][CH2:53][CH2:54][CH2:55][CH2:56][CH3:57].C1C[O:62]CC1>>[NH:1]1[C:9]2[C:4](=[CH:5][CH:6]=[CH:7][CH:8]=2)[C:3]([C:10]2[C:11](=[O:29])[N:12]([C:40](=[O:62])[CH2:41][CH2:42][CH2:43][CH2:44][CH2:45][CH2:46][CH2:47][CH:48]=[CH:49][CH2:50][CH2:51][CH2:52][CH2:53][CH2:54][CH2:55][CH2:56][CH3:57])[C:13](=[O:28])[C:14]=2[C:15]2[C:23]3[C:18](=[CH:19][C:20]([N+:24]([O-:26])=[O:25])=[CH:21][CH:22]=3)[N:17]([CH3:27])[CH:16]=2)=[CH:2]1 |f:1.2|. Procedure details: A solution of 3-(1H-indol-3-yl)-4-(1-methyl-6-nitro-1H-indol-3-yl)-pyrrole-2,5-dione (250 mg, 0.65 mmol), prepared as described in U.S. Ser. No. 09/268,887, was dissolved in THF (15 ml) and cooled to −60° C. To this solution was added lithium bis(trimethylsilyl)amide (0.7 mmol, 0.7 ml, 1.0 M in THF), followed by oleyl chloride (Aldrich) (0.300 g, 1.0 mmol) in THF (5 ml). The resulting mixture was stirred at 0° C. for 1 hr. All solvent was evaporated and the crude material was pre-purified by sil...